This data is from the Open Reaction Database (ORD), a public repository of structured organic reaction records. The task is: describe an organic reaction: reactants, conditions, products, and yield The reactants are B(Br)(Br)Br (Boron tribromide), COC=1C=C(C=CC1)SC1=C(SC=2N(C(N(C(C21)=O)C)=O)CC(C)C)CC2=CC=CC1=CC=CC=C21 (5-[(3-Methoxyphenyl)thio]-3-methyl-1-(2-methylpropyl)-6-(1-naphthalenylmethyl)thieno[2,3-d]pyrimidine-2,4-(1H,3H)-dione), C(O)([O-])=O.[Na+] (sodium hydrogen carbonate). Solvent: ClCCl (dichloromethane). Conditions: time 1 hour. The product is CCCC(C)C (isohexane), OC=1C=C(C=CC1)SC1=C(SC=2N(C(N(C(C21)=O)C)=O)CC(C)C)CC2=CC=CC1=CC=CC=C21 (5-[(3-Hydroxyphenyl)thio]-3-methyl-1-(2-methylpropyl)-6-(1-naphthalenylmethyl)thieno[2,3-d]pyrimidine-2,4-(1H,3H)-dione). Yield: 99.2%. As a reaction SMILES: B(Br)(Br)Br.C[O:6][C:7]1[CH:8]=[C:9]([S:13][C:14]2[C:22]3[C:21](=[O:23])[N:20]([CH3:24])[C:19](=[O:25])[N:18]([CH2:26][CH:27]([CH3:29])[CH3:28])[C:17]=3[S:16][C:15]=2[CH2:30][C:31]2[C:40]3[C:35](=[CH:36][CH:37]=[CH:38][CH:39]=3)[CH:34]=[CH:33][CH:32]=2)[CH:10]=[CH:11][CH:12]=1.C(=O)([O-])O.[Na+]>ClCCl>[CH3:30][CH2:15][CH2:14][CH:22]([CH3:21])[CH3:17].[OH:6][C:7]1[CH:8]=[C:9]([S:13][C:14]2[C:22]3[C:21](=[O:23])[N:20]([CH3:24])[C:19](=[O:25])[N:18]([CH2:26][CH:27]([CH3:28])[CH3:29])[C:17]=3[S:16][C:15]=2[CH2:30][C:31]2[C:40]3[C:35](=[CH:36][CH:37]=[CH:38][CH:39]=3)[CH:34]=[CH:33][CH:32]=2)[CH:10]=[CH:11][CH:12]=1 |f:2.3|. Procedure: Boron tribromide (1M solution in dichloromethane, 5.63 ml) was added to a stirred solution of 5-[(3-methoxyphenyl)thio]-3-methyl-1-(2-methylpropyl)-6-(1-naphthalenylmethyl)thieno[2,3-d]pyrimidine-2,4-(1H,3H)-dione (Example 26, 0.97 g) in anhydrous dichloromethane (50 ml) at 0° C. under nitrogen. After 1 hour, saturated sodium hydrogen carbonate solution (100 ml) was added and the mixture was extracted with ethyl acetate (2×100 ml). The organic extracts were dried over anhydrous magnesium sulfate... Starting materials: C(CCCCCCCCCCC)[Si](Cl)(Cl)Cl (dodecyltrichlorosilane), COCCOCCOCCO (2-(2-(2-methoxyethoxy)ethoxy)ethanol). Run in CCCCCCC (heptane). Product: C(CCCCCCCCCCC)[Si](OCCOCCOCCOC)(OCCOCCOCCOC)OCCOCCOCCOC (Dodecyltris(2-(2-(2-methoxyethoxy)ethoxy)ethoxy)silane). As a reaction SMILES: [CH2:1]([Si:13](Cl)(Cl)Cl)[CH2:2][CH2:3][CH2:4][CH2:5][CH2:6][CH2:7][CH2:8][CH2:9][CH2:10][CH2:11][CH3:12].[CH3:17][O:18][CH2:19][CH2:20][O:21][CH2:22][CH2:23][O:24][CH2:25][CH2:26][OH:27]>CCCCCCC>[CH2:1]([Si:13]([O:27][CH2:26][CH2:25][O:24][CH2:23][CH2:22][O:21][CH2:20][CH2:19][O:18][CH3:17])([O:27][CH2:26][CH2:25][O:24][CH2:23][CH2:22][O:21][CH2:20][CH2:19][O:18][CH3:17])[O:27][CH2:26][CH2:25][O:24][CH2:23][CH2:22][O:21][CH2:20][CH2:19][O:18][CH3:17])[CH2:2][CH2:3][CH2:4][CH2:5][CH2:6][CH2:7][CH2:8][CH2:9][CH2:10][CH2:11][CH3:12]. Reported procedure: The procedure of Example 1 was repeated with 151.8 g (0.50 mole) of dodecyltrichlorosilane and 200 g. of heptane. Under nitrogen 254.2 g (1.55 mole) of 2-(2-(2-methoxyethoxy)ethoxy)ethanol was added over 3 hours at 80° C. followed by heating of the reaction for an additional 48 hours. Vacuum stripping of all volatiles left 350 g of the clear, pale yellow liquid product. Reactants: FC=1C(NC(N(C1)S(=O)(=O)C1=CC=C(C=C1)OC)=O)=N (5-fluoro-4-imino-1-(4-methoxyphenylsulfonyl)-3,4-dihydropyrimidin-2(1H)-one), C([O-])([O-])=O.[K+].[K+] (potassium carbonate), C(C1=CC=CC=C1)Br (Benzylbromide). Run in C(C)(=O)OCC (ethyl acetate), CN(C=O)C (dimethyl formamide). Reaction conditions: time 20 minute. The product is C(C1=CC=CC=C1)N1C(N(C=C(C1=N)F)S(=O)(=O)C1=CC=C(C=C1)OC)=O (3-benzyl-5-fluoro-4-imino-1-(4-methoxyphenylsulfonyl)-3,4-dihydropyrimidin-2(1H)-one). Reaction SMILES: [F:1][C:2]1[C:3](=[NH:20])[NH:4][C:5](=[O:19])[N:6]([S:8]([C:11]2[CH:16]=[CH:15][C:14]([O:17][CH3:18])=[CH:13][CH:12]=2)(=[O:10])=[O:9])[CH:7]=1.C(=O)([O-])[O-].[K+].[K+].[CH2:27](Br)[C:28]1[CH:33]=[CH:32][CH:31]=[CH:30][CH:29]=1>CN(C)C=O.C(OCC)(=O)C>[CH2:27]([N:4]1[C:3](=[NH:20])[C:2]([F:1])=[CH:7][N:6]([S:8]([C:11]2[CH:12]=[CH:13][C:14]([O:17][CH3:18])=[CH:15][CH:16]=2)(=[O:10])=[O:9])[C:5]1=[O:19])[C:28]1[CH:33]=[CH:32][CH:31]=[CH:30][CH:29]=1 |f:1.2.3|. Procedure details: In a 20 mL microwave vial, 5-fluoro-4-imino-1-(4-methoxyphenylsulfonyl)-3,4-dihydropyrimidin-2(1H)-one (111 mg, 0.37 mmol) was stirred at room temperature in dimethyl formamide (3 mL) together with anhydrous potassium carbonate (210 mg, 0.55 mmol). Benzylbromide (89 μL, 0.75 mmol) was added. The reaction was capped and placed on a Biotage Initiator microwave reactor for 20 min at 130° C., with external IR-sensor temperature monitoring from the side of the vessel. The reaction mixture was cooled ... Starting materials: C(C(C)C)(=O)OC (Methyl isobutyrate), C(CN)N (ethylenediamine). Yields the product C(C(C)C)(=O)NCCN (N-isobutyrylethylenediamine). RXN SMILES: [C:1]([O:6]C)(=O)[CH:2]([CH3:4])[CH3:3].[CH2:8]([NH2:11])[CH2:9][NH2:10]>>[C:1]([NH:10][CH2:9][CH2:8][NH2:11])(=[O:6])[CH:2]([CH3:4])[CH3:3]. Procedure: Methyl isobutyrate and ethylenediamine in a molar ratio of 1:3 were heated in a closed pressure vessel at 100° for 62 hrs. The mixture was cooled, clarified by filtration, and the excess ethylenediamine removed from the filtrate by distillation in vacuo. The residue was distilled, boiling point 115°-117°/0.9 mm Hg to yield N-isobutyrylethylenediamine whose identity was confirmed by examination of the NMR and IR spectra. The latter, 15 g., was suspended in 200 ml. of dry THF and a solution of 20 ... The reactants are C=CCC(=O)Cl, N#CCC(=O)Nc1ccc(C(F)(F)F)cc1, [H-], [Na+], C1CCOC1. Product: C=CCC(O)=C(C#N)C(=O)Nc1ccc(C(F)(F)F)cc1. As a reaction SMILES: [C:19]([CH2:20][CH:21]=[CH2:22])(=[O:23])[Cl:24].[F:1][C:2]([c:3]1[cH:4][cH:5][c:6]([NH:7][C:8]([CH2:9][C:10]#[N:11])=[O:12])[cH:13][cH:14]1)([F:15])[F:16].[H-:17].[Na+:18].[O:25]1[CH2:26][CH2:27][CH2:28][CH2:29]1>>[F:1][C:2]([c:3]1[cH:4][cH:5][c:6]([NH:7][C:8]([C:9]([C:10]#[N:11])=[C:19]([CH2:20][CH:21]=[CH2:22])[OH:23])=[O:12])[cH:13][cH:14]1)([F:15])[F:16]. Reactants: solution, C(C)(CC)[BH-](C(C)CC)C(C)CC.[K+] (potassium tri-sec-butylborohydride), [OH-].[Na+] (sodium hydroxide), O[C@@H]1[C@]2(C)[C@@H](CC1)[C@@H]1[C@@H](C=C3CC(CC[C@]3(CO)[C@H]1CC2)=O)C (17β,19-Dihydroxy-7α-methyl-5-androsten-3-one), OO (hydrogen peroxide), C([O-])([O-])=O.[K+].[K+] (potassium carbonate). Solvent: O1CCCC1 (tetrahydrofuran), O1CCCC1 (tetrahydrofuran). Run at temperature 0 celsius, time 2 hour. Product: C[C@H]1[C@H]2[C@@H]3CC[C@@H]([C@@]3(C)CC[C@@H]2[C@]2(CC[C@H](CC2=C1)O)CO)O (7α-methyl-5-androstene-3α,17β,19-triol). As a reaction SMILES: C([BH-](C(CC)C)C(CC)C)(CC)C.[K+].[OH:15][C@H:16]1[CH2:21][CH2:20][C@H:19]2[C@H:22]3[C@H:33]([CH2:34][CH2:35][C@:17]12[CH3:18])[C@:30]1([CH2:31][OH:32])[C:25]([CH2:26][C:27](=[O:36])[CH2:28][CH2:29]1)=[CH:24][C@H:23]3[CH3:37].[OH-].[Na+].OO.C(=O)([O-])[O-].[K+].[K+]>O1CCCC1>[CH3:37][C@@H:23]1[CH:24]=[C:25]2[C@:30]([CH2:31][OH:32])([CH2:29][CH2:28][C@@H:27]([OH:36])[CH2:26]2)[C@@H:33]2[C@@H:22]1[C@H:19]1[C@@:17]([CH2:35][CH2:34]2)([CH3:18])[C@@H:16]([OH:15])[CH2:21][CH2:20]1 |f:0.1,3.4,6.7.8|. Reported procedure: An 0.5 M solution of potassium tri-sec-butylborohydride in tetrahydrofuran under nitrogen is cooled to -78° C. in a dry ice-acetone bath. 17β,19-Dihydroxy-7α-methyl-5-androsten-3-one in tetrahydrofuran is slowly added. The reaction mixture is stirred for a period of two hours at this temperature, warmed to 0° C., and stirred for an additional two hours. The reaction mixture is decomposed by the addition of a 3 N sodium hydroxide solution followed by a 30% hydrogen peroxide solution. Solid potass...